Dataset: the Open Reaction Database (ORD), a public repository of structured organic reaction records. Task: describe an organic reaction: reactants, conditions, products, and yield The reactants are CC=O, CNCc1ccc(S(C)(=O)=O)cc1, CC[O-], CC(=O)Nc1cccc(C2CN(C)Cc3c(Cl)cc(Cl)cc32)c1, [Na+]. Product: CN1Cc2c(Cl)cc(Cl)cc2C(c2cccc(N)c2)C1. RXN SMILES: [CH3:1][C:2]=[O:3].[CH3:27][S:28]([c:29]1[cH:30][cH:31][c:32]([CH2:33][NH:34][CH3:35])[cH:36][cH:37]1)(=[O:38])=[O:39].[CH3:41][CH2:42][O-:43].[Cl:4][c:5]1[cH:6][c:7]2[c:12]([c:13]([Cl:15])[cH:14]1)[CH2:11][N:10]([CH3:16])[CH2:9][CH:8]2[c:17]1[cH:18][c:19]([NH:23][C:24](=[O:25])[CH3:26])[cH:20][cH:21][cH:22]1.[Na+:40]>>[Cl:4][c:5]1[cH:6][c:7]2[c:12]([c:13]([Cl:15])[cH:14]1)[CH2:11][N:10]([CH3:16])[CH2:9][CH:8]2[c:17]1[cH:18][c:19]([NH2:23])[cH:20][cH:21][cH:22]1.